Dataset: the Open Reaction Database (ORD), a public repository of structured organic reaction records. Task: describe an organic reaction: reactants, conditions, products, and yield The reactants are CCOC(=O)N(c1ccccc1)C1(C(=O)OC)CCN(C(=O)OCc2ccccc2)CC1, CO, [H][H], N. Product: CCOC(=O)N(c1ccccc1)C1(C(=O)OC)CCNCC1. Reaction SMILES: [CH2:1]([CH3:2])[O:3][C:4](=[O:5])[N:6]([C:7]1([C:23](=[O:24])[O:25][CH3:26])[CH2:8][CH2:9][N:10]([C:13]([O:14][CH2:15][c:16]2[cH:17][cH:18][cH:19][cH:20][cH:21]2)=[O:22])[CH2:11][CH2:12]1)[c:27]1[cH:28][cH:29][cH:30][cH:31][cH:32]1.[CH3:36][OH:37].[H:34][H:35].[NH3:33]>>[CH2:1]([CH3:2])[O:3][C:4](=[O:5])[N:6]([C:7]1([C:23](=[O:24])[O:25][CH3:26])[CH2:8][CH2:9][NH:10][CH2:11][CH2:12]1)[c:27]1[cH:28][cH:29][cH:30][cH:31][cH:32]1.